Task: describe an organic reaction: reactants, conditions, products, and yield. Dataset: the Open Reaction Database (ORD), a public repository of structured organic reaction records The reactants are Nc1cc(Cl)ccc1SCc1cc([N+](=O)[O-])[nH]n1, c1ccncc1, O=S(=O)(Cl)c1cc2ccccc2o1. The product is O=[N+]([O-])c1cc(CSc2ccc(Cl)cc2NS(=O)(=O)c2cc3ccccc3o2)n[nH]1. Reaction SMILES: [Cl:1][c:2]1[cH:3][cH:4][c:5]([S:9][CH2:10][c:11]2[n:12][nH:13][c:14]([N+:16](=[O:17])[O-:18])[cH:15]2)[c:6]([NH2:7])[cH:8]1.[cH:32]1[cH:33][cH:34][n:35][cH:36][cH:37]1.[o:19]1[c:20]([S:28](=[O:29])(=[O:30])[Cl:31])[cH:21][c:22]2[c:23]1[cH:24][cH:25][cH:26][cH:27]2>>[Cl:1][c:2]1[cH:3][cH:4][c:5]([S:9][CH2:10][c:11]2[n:12][nH:13][c:14]([N+:16](=[O:17])[O-:18])[cH:15]2)[c:6]([NH:7][S:28]([c:20]2[o:19][c:23]3[c:22]([cH:21]2)[cH:27][cH:26][cH:25][cH:24]3)(=[O:29])=[O:30])[cH:8]1. The reactants are C(C1=CC=CC=C1)N1CC2(CO2)CC1 (5-benzyl-5-aza-1-oxaspiro[2,4]heptane), CNC (dimethylamine). Run at time 8 hour. The product is C(C1=CC=CC=C1)N1CC(CC1)(O)CN(C)C (1-Benzyl-3-dimethylaminomethyl-3-hydroxypyrrolidine). Reaction SMILES: [CH2:1]([N:8]1[CH2:14][CH2:13][C:10]2([O:12][CH2:11]2)[CH2:9]1)[C:2]1[CH:7]=[CH:6][CH:5]=[CH:4][CH:3]=1.[CH3:15][NH:16][CH3:17]>>[CH2:1]([N:8]1[CH2:14][CH2:13][C:10]([CH2:11][N:16]([CH3:17])[CH3:15])([OH:12])[CH2:9]1)[C:2]1[CH:7]=[CH:6][CH:5]=[CH:4][CH:3]=1. Procedure: 9.6 g (50 mmol) of 5-benzyl-5-aza-1-oxaspiro[2,4]heptane are added dropwise to 50 ml of dimethylamine solution (50%) and the mixture is stirred overnight at room temperature. The batch is then concentrated and the residue is distilled. The reactants are BrCCC=C(CCCCC)C (1-bromo-4-metyl-3-nonene), C(C(=O)C)(=O)OC (methyl pyruvate), C1(=CC=CC=C1)P(C1=CC=CC=C1)C1=CC=CC=C1 (triphenylphosphine), C(CCC)[Li] (n-butyl lithium). Solvent: C1=CC=CC=C1 (benzene), CCOCC (ether), CCCCCC (hexane), CCOCC (ether). Conditions: temperature 25 celsius, time 2 hour. Product: CC(C(=O)OC)=CCC=C(CCCCC)C (methyl 2,6-dimethyl-2,5-undecadienoate). Reaction SMILES: Br[CH2:2][CH2:3][CH:4]=[C:5]([CH3:11])[CH2:6][CH2:7][CH2:8][CH2:9][CH3:10].C1(P(C2C=CC=CC=2)C2C=CC=CC=2)C=CC=CC=1.C([Li])CCC.[C:36]([O:41][CH3:42])(=[O:40])[C:37]([CH3:39])=O>CCCCCC.CCOCC.C1C=CC=CC=1>[CH3:39][C:37](=[CH:2][CH2:3][CH:4]=[C:5]([CH3:11])[CH2:6][CH2:7][CH2:8][CH2:9][CH3:10])[C:36]([O:41][CH3:42])=[O:40]. Procedure: A mixture of 5.0 g. of 1-bromo-4-metyl-3-nonene and 6.35 g. of triphenylphosphine in 25 ml. of dry benzene is heated under reflux for 12 hrs., then the mixture is allowed to cool to 25°C. and 50 ml. of dry ether and 11 ml. of 15% n-butyl lithium in hexane are added. The resulting mixture is stirred for 2 hrs. at 25°C., giving a red solution, then 2.5 g. (2.15 ml.) of methyl pyruvate in 10 ml. of ether is added and the mixture is stirred at room temperature (about 25°C.) for 18 hrs. The solvents ...